Dataset: the Open Reaction Database (ORD), a public repository of structured organic reaction records. Task: describe an organic reaction: reactants, conditions, products, and yield Reactants: Cc1ccc([N+](=O)[O-])c(NC(C)(C)CCNC(=O)OC(C)(C)C)c1, CO. Product: Cc1ccc(N)c(NC(C)(C)CCNC(=O)OC(C)(C)C)c1. RXN SMILES: [CH3:1][C:2]([CH2:3][CH2:4][NH:5][C:6]([O:7][C:8]([CH3:9])([CH3:10])[CH3:11])=[O:12])([CH3:13])[NH:14][c:15]1[c:16]([N+:22]([O-:23])=[O:24])[cH:17][cH:18][c:19]([CH3:21])[cH:20]1.[CH3:25][OH:26]>>[CH3:1][C:2]([CH2:3][CH2:4][NH:5][C:6]([O:7][C:8]([CH3:9])([CH3:10])[CH3:11])=[O:12])([CH3:13])[NH:14][c:15]1[c:16]([NH2:22])[cH:17][cH:18][c:19]([CH3:21])[cH:20]1. Reactants: COC1=C(C=CC(=C1)OC)CN1C=C(C(C2=C(C=C(N=C12)Cl)C)=O)C(=O)OCC (ethyl 1-((2,4-bis(methyloxy)phenyl)methyl)-7-chloro-5-methyl-4-oxo-1,4-dihydro-1,8-naphthyridine-3-carboxylate), O.[OH-].[Li+] (lithium hydroxide monohydrate). Run in O1CCOCC1 (1.4-dioxane). Reaction conditions: temperature 60 celsius, time 16 hour. The product is ClC1=CC(=C2C(C(=CNC2=N1)C(=O)O)=O)C (7-chloro-5-methyl-4-oxo-1,4-dihydro-1,8-naphthyridine-3-carboxylic acid). As a reaction SMILES: COC1C=C(OC)C=CC=1C[N:12]1[C:21]2[C:16](=[C:17]([CH3:23])[CH:18]=[C:19]([Cl:22])[N:20]=2)[C:15](=[O:24])[C:14]([C:25]([O:27]CC)=[O:26])=[CH:13]1.O.[OH-].[Li+]>O1CCOCC1>[Cl:22][C:19]1[N:20]=[C:21]2[C:16]([C:15](=[O:24])[C:14]([C:25]([OH:27])=[O:26])=[CH:13][NH:12]2)=[C:17]([CH3:23])[CH:18]=1 |f:1.2.3|. Procedure details: A solution of Example 65D (0.200 g) in 1.4-dioxane (5 mL) was treated with lithium hydroxide monohydrate (0.100 g), stirred for 16 hours, and concentrated. The concentrate was dissolved in trifluoroacetic acid (8 mL), heated at 60° C. for 12 hours, and concentrated; and this concentrate was purified by reverse phase HPLC to afford the desired product. NMR (300 MHz, DMSO-d6) δ 14.95 (s, 1H), 13.79 (s, 1H), 8.72 (s, 1H), 7.57 (s, 1H), 2.89 (s, 3H). Starting materials: C(C)C1=CC=NC=C1 (4-ethylpyridine), OO (hydrogen peroxide), OO (hydrogen peroxide), C=O (paraformaldehyde), starch iodide. Solvent: C(C)(=O)O (acetic acid). Conditions: time 4 hour. Product: C(C)C1=CC=[N+](C=C1)[O-] (4-Ethylpyridine-1-oxide). The yield is 83.0%. Reaction SMILES: [CH2:1]([C:3]1[CH:8]=[CH:7][N:6]=[CH:5][CH:4]=1)[CH3:2].[OH:9]O.C=O>C(O)(=O)C>[CH2:1]([C:3]1[CH:8]=[CH:7][N+:6]([O-:9])=[CH:5][CH:4]=1)[CH3:2]. Reported procedure: A solution of 4-ethylpyridine (10.7 g, 0.10 mol) in 35 ml of acetic acid heated at 95-100° C. is treated dropwise over a 18 min period with 30% hydrogen peroxide (28 ml). After 4 h, the excess hydrogen peroxide is decomposed by the portionwise addition of paraformaldehyde (10.0 g) at the previously maintained temperature until a negative starch iodide test is obtained. The reaction mixture is cooled and concentrated at reduced pressure. The residue is chromatographed with 325 g of silica gel pac... The reactants are O=C1CCC(=O)N1Br, Cc1ccoc1C(=O)NCc1ccccc1, CC#N. Product: Cc1cc(Br)oc1C(=O)NCc1ccccc1. As a reaction SMILES: [Br:17][N:18]1[C:19](=[O:20])[CH2:21][CH2:22][C:23]1=[O:24].[CH2:1]([c:2]1[cH:3][cH:4][cH:5][cH:6][cH:7]1)[NH:8][C:9](=[O:10])[c:11]1[o:12][cH:13][cH:14][c:15]1[CH3:16].[CH3:25][C:26]#[N:27]>>[CH2:1]([c:2]1[cH:3][cH:4][cH:5][cH:6][cH:7]1)[NH:8][C:9](=[O:10])[c:11]1[o:12][c:13]([Br:17])[cH:14][c:15]1[CH3:16]. Reactants: CC1(NC(CC(C1)NC1CC(NC(C1)(C)C)(C)C)(C)C)C (bis(2,2,6,6-tetramethyl-piperidin-4-yl)amine), CSC[C@@H](C(=O)O)NC(=O)CC1C2=CC=CC=C2C3=CC=CC=C13 (A-336), aqueous solution, C=O (formaldehyde), C(=O)O (formic acid), C(=O)=O (CO2). Product: CN(C1CC(NC(C1)(C)C)(C)C)C1CC(NC(C1)(C)C)(C)C (methyl-bis(2,2,6,6-tetramethyl-piperidin-4-yl)amine). Isolated yield 49.0%. As a reaction SMILES: [CH3:1][C:2]1([CH3:21])[CH2:7][CH:6]([NH:8][CH:9]2[CH2:14][C:13]([CH3:16])([CH3:15])[NH:12][C:11]([CH3:18])([CH3:17])[CH2:10]2)[CH2:5][C:4]([CH3:20])([CH3:19])[NH:3]1.[CH3:22]SC[C@H](NC(CC1C2C(=CC=CC=2)C2C1=CC=CC=2)=O)C(O)=O.C=O.C(O)=O.C(=O)=O>>[CH3:22][N:8]([CH:9]1[CH2:14][C:13]([CH3:16])([CH3:15])[NH:12][C:11]([CH3:18])([CH3:17])[CH2:10]1)[CH:6]1[CH2:7][C:2]([CH3:21])([CH3:1])[NH:3][C:4]([CH3:20])([CH3:19])[CH2:5]1. Procedure details: 1. A 200 ml sulfonation flask is charged with 40.48 g (0.14 mol) of bis(2,2,6,6-tetramethyl-piperidin-4-yl)amine [EP-A-336 895, Ciba-Geigy] and 11.4 g (0.14 mol) of a 36% aqueous solution of formaldehyde. 25.8 g (0.56 mol) of formic acid are added dropwise at room temperature. The temperature in the flask rises to 70° C. with evolution of CO2. The reaction mixture is stirred until it has cooled to room temperature. The aqueous phase is then saturated with potassium carbonate and the reaction mix... The reactants are C1(CCCC1)OC=1C=C(CN2C(=S)NC(=O)C(=C2N)N)C=CC1OC (1-(3-cyclopentyloxy-4-methoxy-benzyl)-5,6-diamino-2-thiouracil), C(=O)O (formic acid). The product is C1(CCCC1)OC=1C=C(CN2C(NC(C=3NC=NC23)=O)=S)C=CC1OC (3-(3-Cyclopentyloxy-4meth-oxy-benzyl)-2-thioxanthine). Reaction SMILES: [CH:1]1([O:6][C:7]2[CH:8]=[C:9]([CH:21]=[CH:22][C:23]=2[O:24][CH3:25])[CH2:10][N:11]2[C:18]([NH2:19])=[C:17]([NH2:20])[C:15](=[O:16])[NH:14][C:12]2=[S:13])[CH2:5][CH2:4][CH2:3][CH2:2]1.[CH:26](O)=O>>[CH:1]1([O:6][C:7]2[CH:8]=[C:9]([CH:21]=[CH:22][C:23]=2[O:24][CH3:25])[CH2:10][N:11]2[C:18]3[N:19]=[CH:26][NH:20][C:17]=3[C:15](=[O:16])[NH:14][C:12]2=[S:13])[CH2:5][CH2:4][CH2:3][CH2:2]1. Procedure details: 14.62 g (40 mmoles) of 1-(3-cyclopentyloxy-4-methoxy-benzyl)-5,6-diamino-2-thiouracil were dissolved in 200 ml of formic acid. The solution was concentrated in vacuo at room temperature to remove the water. 50 ml of formic acid were added and the procedure repeated. After a total of 1 hour the formic acid solution was concentrated to 30 ml at 25° and diluted with 300 ml of water. The crystals were collected, washed, and dried: 13.48 g (86.3%) of crude 5-formamide (mp 210-30° C.), which was reflu...